From a dataset of the Open Reaction Database (ORD), a public repository of structured organic reaction records. describe an organic reaction: reactants, conditions, products, and yield Starting materials: O1C(OCC1)C=1C=C(C=CC1)C1COC2=C1C(=C(C(=C2C)C)NC(CC(C)(C)C)=O)C (N-(3-(3-(1,3-Dioxolan-2-yl)phenyl)-4,6,7-trimethyl-2,3-dihydro-1-benzofuran-5-yl)-3,3-dimethylbutanamide), C1(=CC=C(C=C1)S(=O)(=O)O)C.[NH+]1=CC=CC=C1 (pyridinium p-toluenesulfonic acid), O (water). Run in C(C)(=O)OCC (ethyl acetate), CC(=O)C (acetone). Yields the product C(=O)C=1C=C(C=CC1)C1COC2=C1C(=C(C(=C2C)C)NC(CC(C)(C)C)=O)C (N-(3-(3-Formylphenyl)-4,6,7-trimethyl-2,3-dihydro-1-benzofuran-5-yl)-3,3-dimethylbutanamide). Yield: 96.1%. Reaction SMILES: [O:1]1CCO[CH:2]1[C:6]1[CH:7]=[C:8]([CH:12]2[C:16]3[C:17]([CH3:31])=[C:18]([NH:23][C:24](=[O:30])[CH2:25][C:26]([CH3:29])([CH3:28])[CH3:27])[C:19]([CH3:22])=[C:20]([CH3:21])[C:15]=3[O:14][CH2:13]2)[CH:9]=[CH:10][CH:11]=1.C1(C)C=CC(S(O)(=O)=O)=CC=1.[NH+]1C=CC=CC=1.O>CC(C)=O.C(OCC)(=O)C>[CH:2]([C:6]1[CH:7]=[C:8]([CH:12]2[C:16]3[C:17]([CH3:31])=[C:18]([NH:23][C:24](=[O:30])[CH2:25][C:26]([CH3:27])([CH3:28])[CH3:29])[C:19]([CH3:22])=[C:20]([CH3:21])[C:15]=3[O:14][CH2:13]2)[CH:9]=[CH:10][CH:11]=1)=[O:1] |f:1.2|. Procedure: A mixed solution of N-(3-(3-(1,3-dioxolan-2-yl)phenyl)-4,6,7-trimethyl-2,3-dihydro-1-benzofuran-5-yl)-3,3-dimethylbutanamide (910 mg, 2.15 mmol) obtained in Example 73 and pyridinium p-toluenesulfonic acid (25 mg) in acetone (20 mL)-water (1.5 mL) was refluxed with heating for 30 minutes. The reaction solution was diluted with ethyl acetate, washed with an aqueous saturated sodium hydrogen carbonate solution, dried over anhydrous sodium sulfate, filtered, and then concentrated under reduced pres... Reactants: FC=1C=C(C=CC1I)N1C(O[C@H](C1)C(=O)N)=O ((5R)-(−)-3-[3-fluoro-4-iodophenyl]-2-oxo-5-oxazolidinecarboxamide), C[Sn](C=1C=NC=CC1)(C)C (3-(trimethylstannyl)pyridine), C1(=CC=CC=C1)[As](C1=CC=CC=C1)C1=CC=CC=C1 (triphenylarsine), C1(=CC=CC=C1)[As](C1=CC=CC=C1)C1=CC=CC=C1 (triphenylarsine). Reagents/catalysts: C=1C=CC(=CC1)/C=C/C(=O)/C=C/C2=CC=CC=C2.C=1C=CC(=CC1)/C=C/C(=O)/C=C/C2=CC=CC=C2.C=1C=CC(=CC1)/C=C/C(=O)/C=C/C2=CC=CC=C2.[Pd].[Pd] (tris(dibenzylideneacetone)dipalladium(0)), [Cu]I (copper(I) iodide), C=1C=CC(=CC1)/C=C/C(=O)/C=C/C2=CC=CC=C2.C=1C=CC(=CC1)/C=C/C(=O)/C=C/C2=CC=CC=C2.C=1C=CC(=CC1)/C=C/C(=O)/C=C/C2=CC=CC=C2.[Pd].[Pd] (tris(dibenzylideneacetone)dipalladium(0)), [Cu]I (copper(I) iodide). The solvent is CN1C(CCC1)=O (N-methyl-2-pyrrolidinone), O (water). Conditions: temperature 50 celsius. Yields the product N1=CC(=CC=C1)C1=C(C=C(C=C1)N1C(O[C@H](C1)C(=O)N)=O)F ((5R)-(−)-3-[4-(3-pyridyl)-3-fluorophenyl]-2-oxo-5-oxazolidinecarboxamide). As a reaction SMILES: [F:1][C:2]1[CH:3]=[C:4]([N:9]2[CH2:13][C@H:12]([C:14]([NH2:16])=[O:15])[O:11][C:10]2=[O:17])[CH:5]=[CH:6][C:7]=1I.C[Sn](C)(C)[C:20]1[CH:21]=[N:22][CH:23]=[CH:24][CH:25]=1.C1([As](C2C=CC=CC=2)C2C=CC=CC=2)C=CC=CC=1>CN1CCCC1=O.O.C1C=CC(/C=C/C(/C=C/C2C=CC=CC=2)=O)=CC=1.C1C=CC(/C=C/C(/C=C/C2C=CC=CC=2)=O)=CC=1.C1C=CC(/C=C/C(/C=C/C2C=CC=CC=2)=O)=CC=1.[Pd].[Pd].[Cu]I>[N:22]1[CH:23]=[CH:24][CH:25]=[C:20]([C:7]2[CH:6]=[CH:5][C:4]([N:9]3[CH2:13][C@H:12]([C:14]([NH2:16])=[O:15])[O:11][C:10]3=[O:17])=[CH:3][C:2]=2[F:1])[CH:21]=1 |f:5.6.7.8.9|. Procedure: A mixture of (5R)-(−)-3-[3-fluoro-4-iodophenyl]-2-oxo-5-oxazolidinecarboxamide (Step 3, 422 mg, 1.21 mmol), 3-(trimethylstannyl)pyridine (Step 4, 350 mg, 1.45 mmol), tris(dibenzylideneacetone)dipalladium(0) (22 mg, 0.0242 mmol), triphenylarsine (59 mg, 0.194 mmol) and copper(I) iodide (9 mg, 0.0484 mmol) in N-methyl-2-pyrrolidinone (4.8 mL) under nitrogen is degassed, heated up to 50° C. and stirred at this temperature for 2 days, during which additional tris(dibenzylideneacetone)dipalladium(0) ...